describe an organic reaction: reactants, conditions, products, and yield From a dataset of the Open Reaction Database (ORD), a public repository of structured organic reaction records. Reactants: C/C=C(\C)/C(=O)O[C@H]1C[C@H]([C@]2(CO[C@@H]3[C@@H]2[C@]14CO[C@@]([C@H]4[C@]([C@@H]3O)(C)[C@@]56[C@H]7C[C@@H]([C@@]5(O6)C)[C@]8(C=CO[C@H]8O7)O)(C(=O)OC)O)C(=O)OC)OC(=O)C (azadirachtin A), [H][H] (hydrogen), C/C=C(\C)/C(=O)O[C@H]1C[C@H]([C@]2(CO[C@@H]3[C@@H]2[C@]14CO[C@@]([C@H]4[C@]([C@@H]3O)(C)[C@@]56[C@H]7C[C@@H]([C@@]5(O6)C)[C@]8(C=CO[C@H]8O7)O)(C(=O)OC)O)C(=O)OC)OC(=O)C (azadirachtin A). The reagents and catalysts are O.O.[Pt](=O)=O (platinum dioxide dihydrate). Solvent: C(C)(=O)OCC (ethyl acetate). Run at time 75 minute. Product: C/C=C(\C)/C(=O)O[C@H]1C[C@H]([C@]2(CO[C@@H]3[C@@H]2[C@]14CO[C@@]([C@H]4[C@]([C@@H]3O)(C)[C@@]56[C@@H]7C[C@H]([C@@]5(O6)C)[C@]8(CCO[C@@H]8O7)O)(C(=O)OC)O)C(=O)OC)OC(=O)C (22,23-dihydroazadirachtin). Reaction SMILES: [CH3:1]/[CH:2]=[C:3](/[C:5]([O:7][C@@H:8]1[C@:16]23[C@H:20]([C@@:21]([C@:25]45[O:30][C@@:29]4([CH3:31])[C@H:28]4[C@:32]6([OH:38])[C@H:36]([O:37][C@@H:26]5[CH2:27]4)[O:35][CH:34]=[CH:33]6)([CH3:24])[C@H:22]([OH:23])[C@H:14]4[C@H:15]2[C@:11]([C:44]([O:46][CH3:47])=[O:45])([CH2:12][O:13]4)[C@H:10]([O:48][C:49]([CH3:51])=[O:50])[CH2:9]1)[C@@:19]([OH:43])([C:39]([O:41][CH3:42])=[O:40])[O:18][CH2:17]3)=[O:6])\[CH3:4].[H][H]>O.O.[Pt](=O)=O.C(OCC)(=O)C>[CH3:1]/[CH:2]=[C:3](/[C:5]([O:7][C@@H:8]1[C@:16]23[C@H:20]([C@@:21]([C@:25]45[O:30][C@@:29]4([CH3:31])[C@@H:28]4[C@:32]6([OH:38])[C@@H:36]([O:37][C@H:26]5[CH2:27]4)[O:35][CH2:34][CH2:33]6)([CH3:24])[C@H:22]([OH:23])[C@H:14]4[C@H:15]2[C@:11]([C:44]([O:46][CH3:47])=[O:45])([CH2:12][O:13]4)[C@H:10]([O:48][C:49]([CH3:51])=[O:50])[CH2:9]1)[C@@:19]([OH:43])([C:39]([O:41][CH3:42])=[O:40])[O:18][CH2:17]3)=[O:6])\[CH3:4] |f:2.3.4|. Procedure details: 40.8 mg. azadirachtin A (5.67×1031 5 mole) were dissolved in 4 ml. ethyl acetate and 20 mg. platinum dioxide dihydrate were added thereto. The mixture was stirred and hydrogen passed therethrough for 75 minutes, the course of the reaction being monitored by HPLC. After the disappearance of the azadirachtin A peak, the reaction was discontinued and the reaction mixture centrifuged. The supernatant solution was evaporated and purified on silicon dioxide thin layer chromatography plates using the e...